Task: describe an organic reaction: reactants, conditions, products, and yield. Dataset: the Open Reaction Database (ORD), a public repository of structured organic reaction records Starting materials: CCN=C=NCCCN(C)C, CCN(C(C)C)C(C)C, Cl, NCC(=O)N1CCN(C(=O)c2ccccc2C(F)(F)F)CC1, O=C(O)c1ccc(Oc2ccccc2)cc1, CN(C)C=O, O, On1nnc2ccccc21. The product is O=C(NCC(=O)N1CCN(C(=O)c2ccccc2C(F)(F)F)CC1)c1ccc(Oc2ccccc2)cc1. As a reaction SMILES: [CH3:42][CH2:43][N:44]=[C:45]=[N:46][CH2:47][CH2:48][CH2:49][N:50]([CH3:51])[CH3:52].[CH:1]([N:2]([CH2:3][CH3:4])[CH:5]([CH3:6])[CH3:7])([CH3:8])[CH3:9].[ClH:53].[NH2:10][CH2:11][C:12](=[O:13])[N:14]1[CH2:15][CH2:16][N:17]([C:20]([c:21]2[c:22]([C:27]([F:28])([F:29])[F:30])[cH:23][cH:24][cH:25][cH:26]2)=[O:31])[CH2:18][CH2:19]1.[O:54]([c:55]1[cH:56][cH:57][cH:58][cH:59][cH:60]1)[c:61]1[cH:62][cH:63][c:64]([C:65](=[O:66])[OH:67])[cH:68][cH:69]1.[O:70]=[CH:71][N:72]([CH3:73])[CH3:74].[OH2:75].[OH:32][n:33]1[c:34]2[c:35]([cH:36][cH:37][cH:38][cH:39]2)[n:40][n:41]1>>[NH:10]([CH2:11][C:12](=[O:13])[N:14]1[CH2:15][CH2:16][N:17]([C:20]([c:21]2[c:22]([C:27]([F:28])([F:29])[F:30])[cH:23][cH:24][cH:25][cH:26]2)=[O:31])[CH2:18][CH2:19]1)[C:65]([c:64]1[cH:63][cH:62][c:61]([O:54][c:55]2[cH:56][cH:57][cH:58][cH:59][cH:60]2)[cH:69][cH:68]1)=[O:66]. The reactants are CC1=C(OCCCC2=CC(=NO2)C)C(=CC(=C1)C1=NOC(=N1)C(Cl)(Cl)Cl)C (5-{3-[2,6-Dimethyl-4-(5-trichloromethyl-1,2,4-oxadiazol-3-yl)-phenoxy]propyl}-3-methylisoxazole), C[O-].[Na+] (sodium methoxide), CO (methanol). Solvent: CN(C=O)C (dimethylformamide), O (water). Conditions: time 22.5 minute. Product: CC1=C(OCCCC2=CC(=NO2)C)C(=CC(=C1)C1=NOC(=N1)OC)C (5-{3-[2,6-Dimethyl-4-(5-methoxy-1,2,4-oxadiazol-3-yl)phen-oxy]propyl}-3-methylisoxazole). Reaction SMILES: [CH3:1][C:2]1[CH:17]=[C:16]([C:18]2[N:22]=[C:21](C(Cl)(Cl)Cl)[O:20][N:19]=2)[CH:15]=[C:14]([CH3:27])[C:3]=1[O:4][CH2:5][CH2:6][CH2:7][C:8]1[O:12][N:11]=[C:10]([CH3:13])[CH:9]=1.[CH3:28][O-:29].[Na+].CO>CN(C)C=O.O>[CH3:1][C:2]1[CH:17]=[C:16]([C:18]2[N:22]=[C:21]([O:29][CH3:28])[O:20][N:19]=2)[CH:15]=[C:14]([CH3:27])[C:3]=1[O:4][CH2:5][CH2:6][CH2:7][C:8]1[O:12][N:11]=[C:10]([CH3:13])[CH:9]=1 |f:1.2|. Reported procedure: The product of Example 12 (627 mg, 1.46 mmol) was added to a freshly prepared solution of sodium methoxide in methanol (1.5 equivalents sodium in 5 mL methanol) in dry dimethylformamide (3-5 mL) and the mixture was stirred at room temperature for 15-30 minutes. The reaction mixture was diluted with water and extracted with ethyl acetate (3x). The combined organic extracts were washed with water, brine, dried (MgSO4) and concentrated in vacuo. The crude residue (0.64 g) was purified by chromatogr...